This data is from the Open Reaction Database (ORD), a public repository of structured organic reaction records. The task is: describe an organic reaction: reactants, conditions, products, and yield Starting materials: CCCCCc1ccc(-c2ccc(C#N)cc2)cc1, CC(C)C[AlH]CC(C)C, Cc1ccccc1, O=S(=O)(O)O. Product: CCCCCc1ccc(-c2ccc(C=O)cc2)cc1. RXN SMILES: [CH2:1]([CH2:2][CH2:3][CH2:4][CH3:5])[c:6]1[cH:7][cH:8][c:9](-[c:12]2[cH:13][cH:14][c:15]([C:18]#[N:19])[cH:16][cH:17]2)[cH:10][cH:11]1.[CH3:20][CH:21]([CH2:22][AlH:23][CH2:24][CH:25]([CH3:26])[CH3:27])[CH3:28].[CH3:34][c:35]1[cH:36][cH:37][cH:38][cH:39][cH:40]1.[S:29]([OH:30])(=[O:31])(=[O:32])[OH:33]>>[CH2:1]([CH2:2][CH2:3][CH2:4][CH3:5])[c:6]1[cH:7][cH:8][c:9](-[c:12]2[cH:13][cH:14][c:15]([CH:18]=[O:30])[cH:16][cH:17]2)[cH:10][cH:11]1. The reactants are CCOC(=O)c1cc2c(OCc3ccccc3)cccc2[nH]1, CI, [H-], [Na+], CN(C)C=O, O. Yields the product CCOC(=O)c1cc2c(OCc3ccccc3)cccc2n1C. As a reaction SMILES: [CH2:1]([c:2]1[cH:3][cH:4][cH:5][cH:6][cH:7]1)[O:8][c:9]1[c:10]2[cH:11][c:12]([C:18](=[O:19])[O:20][CH2:21][CH3:22])[nH:13][c:14]2[cH:15][cH:16][cH:17]1.[CH3:25][I:26].[H-:23].[Na+:24].[O:28]=[CH:29][N:30]([CH3:31])[CH3:32].[OH2:27]>>[CH2:1]([c:2]1[cH:3][cH:4][cH:5][cH:6][cH:7]1)[O:8][c:9]1[c:10]2[cH:11][c:12]([C:18](=[O:19])[O:20][CH2:21][CH3:22])[n:13]([CH3:25])[c:14]2[cH:15][cH:16][cH:17]1. The reactants are C=1(C(=CC=CC1)CN)CN (xylylenediamine), 1-phenyl-1,2,3,4-tetrahydroquinoline-6-carboxyaldehyde-1',1'-diphenylhydrazone, CC(C)C[C@H]1C(=O)O[C@@H](C(=O)N([C@H](C(=O)O[C@@H](C(=O)N([C@H](C(=O)O[C@@H](C(=O)N1)C(C)C)CC2=CC=CC=C2)C)C(C)C)CC3=CC=CC=C3)C)C(C)C (PC-1). Run in C(Cl)Cl (methylene chloride). Product: CC(C)C[C@H]1C(=O)O[C@@H](C(=O)N([C@H](C(=O)O[C@@H](C(=O)N([C@H](C(=O)O[C@@H](C(=O)N1)C(C)C)CC2=CC=CC=C2)C)C(C)C)CC3=CC=CC=C3)C)C(C)C (PC-1), C1=CC(=CC(=C1)CN)CN (MXDA). RXN SMILES: [CH3:1][CH:2]([CH2:4][C@@H:5]1[NH:28][C:26](=[O:27])[C@@H:25]([CH:29]([CH3:31])[CH3:30])[O:24][C:22](=[O:23])[C@H:21]([CH2:32][C:33]2[CH:38]=[CH:37][CH:36]=[CH:35][CH:34]=2)[N:20]([CH3:39])[C:18](=[O:19])[C@@H:17]([CH:40]([CH3:42])[CH3:41])[O:16][C:14](=[O:15])[C@H:13]([CH2:43][C:44]2[CH:49]=[CH:48][CH:47]=[CH:46][CH:45]=2)[N:12]([CH3:50])[C:10](=[O:11])[C@@H:9]([CH:51]([CH3:53])[CH3:52])[O:8][C:6]1=[O:7])[CH3:3].[C:54]1(CN)[C:55]([CH2:60][NH2:61])=[CH:56][CH:57]=[CH:58][CH:59]=1>C(Cl)Cl>[CH3:3][CH:2]([CH2:4][C@@H:5]1[NH:28][C:26](=[O:27])[C@@H:25]([CH:29]([CH3:30])[CH3:31])[O:24][C:22](=[O:23])[C@H:21]([CH2:32][C:33]2[CH:34]=[CH:35][CH:36]=[CH:37][CH:38]=2)[N:20]([CH3:39])[C:18](=[O:19])[C@@H:17]([CH:40]([CH3:41])[CH3:42])[O:16][C:14](=[O:15])[C@H:13]([CH2:43][C:44]2[CH:49]=[CH:48][CH:47]=[CH:46][CH:45]=2)[N:12]([CH3:50])[C:10](=[O:11])[C@@H:9]([CH:51]([CH3:53])[CH3:52])[O:8][C:6]1=[O:7])[CH3:1].[CH:59]1[CH:54]=[C:55]([CH2:60][NH2:61])[CH:56]=[C:57]([CH2:10][NH2:12])[CH:58]=1. Reported procedure: By using 1-phenyl-1,2,3,4-tetrahydroquinoline-6-carboxyaldehyde-1',1'-diphenylhydrazone (C-2) as a charge-transfer substance, (PC-1) as a binder resin material and xylylenediamine (MXDA) as a crosslinking agent, a solution of (C-2):(PC-1):MXDA:methylene chloride=1:1:0.2:8 (weight ratio) was produced to use it as a coating fluid. On standing for one month, the coating fluid did not whiten nor set to gel. The reactants are OCC([C@@H]([C@H](CC1CCCCC1)NC(=O)OC(C)(C)C)O)(F)F ((3R,4S)-1,3-dihydroxy-2,2-difluoro-4-t-butyloxycarbonylamino-5-cyclo-hexylpentane), [H-].[Na+] (NaH). Solvent: CN(C)C=O (DMF), CN(C)C=O (DMF). Run at time 16 hour. The product is C1(CCCCC1)C[C@@H]1NC(O[C@H]1C(CO)(F)F)=O ((5R,4S)-4-Cyclohexylmethyl-5-(2-hydroxy-1,1-difluoroethyl)-2-oxazolidinone). Yield: 101.3%. RXN SMILES: [OH:1][CH2:2][C:3]([F:23])([F:22])[C@H:4](O)[C@@H:5]([NH:13][C:14]([O:16]C(C)(C)C)=[O:15])[CH2:6][CH:7]1[CH2:12][CH2:11][CH2:10][CH2:9][CH2:8]1.[H-].[Na+]>CN(C=O)C>[CH:7]1([CH2:6][C@H:5]2[C@H:4]([C:3]([F:22])([F:23])[CH2:2][OH:1])[O:16][C:14](=[O:15])[NH:13]2)[CH2:8][CH2:9][CH2:10][CH2:11][CH2:12]1 |f:1.2|. Procedure: The resultant compound from Example 70 (596 mg, 1.77 mmol) in dry DMF (15 mL) was added to NaH (260 mg, 6.5 mmol, 60% in oil, hexane washed) in DMF (5 mL) at 0° C. The mixture was stirred at room temperature for 16 hours and the solvent was removed under reduced pressure. The residue was partitioned between ethyl acetate and saturated aqueous NaHCO3 solution and the organic phase was dried over Na2SO4 and evaporated to afford 472 mg (100%) of product as an oil. Reactants: ClC1=CC=C2C(=CNC2=C1)C=1CCNCC1 (6-chloro-3-(1,2,3,6-tetrahydropyridin-4-yl)-1H-indole), N1=C(C=CC=C1)NC(CCl)=O (N-(2-pyridinyl)-2-chloroacetamide), C([O-])([O-])=O.[K+].[K+] (potassium carbonate). Run in CN(C=O)C (dimethylformamide). Reaction conditions: temperature 90 celsius. The product is N1=C(C=CC=C1)NC(CN1CCC(=CC1)C1=CNC2=CC(=CC=C12)Cl)=O (N-(2-pyridinyl)-2-(4-(6-chloro-1H-indol-3-yl)-1,2,3,6-tetrahydropyridin-1-yl)acetamide). The yield is 30.4%. As a reaction SMILES: [Cl:1][C:2]1[CH:10]=[C:9]2[C:5]([C:6]([C:11]3[CH2:12][CH2:13][NH:14][CH2:15][CH:16]=3)=[CH:7][NH:8]2)=[CH:4][CH:3]=1.[N:17]1[CH:22]=[CH:21][CH:20]=[CH:19][C:18]=1[NH:23][C:24](=[O:27])[CH2:25]Cl.C(=O)([O-])[O-].[K+].[K+]>CN(C)C=O>[N:17]1[CH:22]=[CH:21][CH:20]=[CH:19][C:18]=1[NH:23][C:24](=[O:27])[CH2:25][N:14]1[CH2:13][CH:12]=[C:11]([C:6]2[C:5]3[C:9](=[CH:10][C:2]([Cl:1])=[CH:3][CH:4]=3)[NH:8][CH:7]=2)[CH2:16][CH2:15]1 |f:2.3.4|. Procedure: A mixture of 5.0 gm (21.5 mMol) 6-chloro-3-(1,2,3,6-tetrahydropyridin-4-yl)-1H-indole, 4.0 gm (23.6 mMol) N-(2-pyridinyl)-2-chloroacetamide and 4.45 gm (32 mMol) potassium carbonate in 25 mL dimethylformamide were heated to about 90° C. for 2 hours under nitrogen. The reaction mixture was concentrated under reduced pressure and was then partitioned between chloroform and water. The organic phase was separated, washed sequentially with water and saturated aqueous sodium chloride, dried over sodiu... Starting materials: CO, Cl, NNC(N)=S, CN(C)C(=O)CCC(=O)c1ccccc1, O. Yields the product CN(C)C(=O)CCC(=NNC(N)=S)c1ccccc1. Reaction SMILES: [CH3:23][OH:24].[ClH:21].[NH2:1][NH:2][C:3](=[S:4])[NH2:5].[O:6]=[C:7]([CH2:8][CH2:9][C:10](=[O:11])[N:12]([CH3:13])[CH3:14])[c:15]1[cH:16][cH:17][cH:18][cH:19][cH:20]1.[OH2:22]>>[N:1]([NH:2][C:3](=[S:4])[NH2:5])=[C:7]([CH2:8][CH2:9][C:10](=[O:11])[N:12]([CH3:13])[CH3:14])[c:15]1[cH:16][cH:17][cH:18][cH:19][cH:20]1.